From a dataset of the Open Reaction Database (ORD), a public repository of structured organic reaction records. describe an organic reaction: reactants, conditions, products, and yield The reactants are CCOC(=O)CCBr, CCO, CC[O-], [Na+], Cc1ccc(-c2nnn[nH]2)cc1. Yields the product CCOC(=O)CCn1nnc(-c2ccc(C)cc2)n1. As a reaction SMILES: [Br:17][CH2:18][CH2:19][C:20](=[O:21])[O:22][CH2:23][CH3:24].[CH3:25][CH2:26][OH:27].[CH3:2][CH2:3][O-:4].[Na+:1].[c:5]1([CH3:16])[cH:6][cH:7][c:8](-[c:11]2[n:12][n:13][n:14][nH:15]2)[cH:9][cH:10]1>>[c:5]1([CH3:16])[cH:6][cH:7][c:8](-[c:11]2[n:12][n:13]([CH2:18][CH2:19][C:20](=[O:21])[O:22][CH2:23][CH3:24])[n:14][n:15]2)[cH:9][cH:10]1. Reactants: O=C([O-])[O-], CCC(CC)(c1ccc(O)c(C)c1)c1ccc(B2OC(C)(C)C(C)(C)O2)c(C)c1, CCOC(C)=O, CN(C)C=O, [K+], [K+], Cc1ccc(S(=O)(=O)OCC2CCC(=O)O2)cc1. Product: CCC(CC)(c1ccc(OCC2CCC(=O)O2)c(C)c1)c1ccc(B2OC(C)(C)C(C)(C)O2)c(C)c1. As a reaction SMILES: [C:19](=[O:20])([O-:21])[O-:22].[CH2:25]([CH3:26])[C:27]([CH2:28][CH3:29])([c:30]1[cH:31][c:32]([CH3:45])[c:33]([B:36]2[O:37][C:38]([CH3:43])([CH3:44])[C:39]([CH3:41])([CH3:42])[O:40]2)[cH:34][cH:35]1)[c:46]1[cH:47][c:48]([CH3:53])[c:49]([OH:52])[cH:50][cH:51]1.[CH3:54][CH2:55][O:56][C:57](=[O:58])[CH3:59].[CH3:60][N:61]([CH3:62])[CH:63]=[O:64].[K+:23].[K+:24].[c:1]1([CH3:2])[cH:3][cH:4][c:5]([S:6](=[O:7])(=[O:8])[O:10][CH2:11][CH:12]2[CH2:13][CH2:14][C:15](=[O:17])[O:16]2)[cH:9][cH:18]1>>[O:10]([CH2:11][CH:12]1[CH2:13][CH2:14][C:15](=[O:17])[O:16]1)[c:49]1[c:48]([CH3:53])[cH:47][c:46]([C:27]([CH2:25][CH3:26])([CH2:28][CH3:29])[c:30]2[cH:31][c:32]([CH3:45])[c:33]([B:36]3[O:37][C:38]([CH3:43])([CH3:44])[C:39]([CH3:41])([CH3:42])[O:40]3)[cH:34][cH:35]2)[cH:51][cH:50]1. Starting materials: O=C(OCc1ccccc1)ON1C(=O)CCC1=O, CC(C)(CN)CO, C1CCOC1, O. The product is CC(C)(CO)CNC(=O)OCc1ccccc1. RXN SMILES: [CH2:8]([c:9]1[cH:10][cH:11][cH:12][cH:13][cH:14]1)[O:15][C:16](=[O:17])[O:18][N:19]1[C:20](=[O:21])[CH2:22][CH2:23][C:24]1=[O:25].[NH2:1][CH2:2][C:3]([CH2:4][OH:5])([CH3:6])[CH3:7].[O:27]1[CH2:28][CH2:29][CH2:30][CH2:31]1.[OH2:26]>>[NH:1]([CH2:2][C:3]([CH2:4][OH:5])([CH3:6])[CH3:7])[C:16]([O:15][CH2:8][c:9]1[cH:10][cH:11][cH:12][cH:13][cH:14]1)=[O:17]. Reactants: O=C([O-])O, CNCCCCCCCCCC1Cc2cc(O)ccc2C2CCC3(C)C(O)CCC3C12, CN1CCOCC1, CC(C)COC(=O)Cl, [Na+], C1CCOC1. The product is CC(C)COC(=O)N(C)CCCCCCCCCC1Cc2cc(O)ccc2C2CCC3(C)C(O)CCC3C12. Reaction SMILES: [C:47](=[O:48])([OH:49])[O-:50].[CH3:16][NH:17][CH2:18][CH2:19][CH2:20][CH2:21][CH2:22][CH2:23][CH2:24][CH2:25][CH2:26][CH:27]1[CH:28]2[CH:29]3[CH2:30][CH2:31][CH:32]([OH:46])[C:33]3([CH3:34])[CH2:35][CH2:36][CH:37]2[c:38]2[cH:39][cH:40][c:41]([OH:45])[cH:42][c:43]2[CH2:44]1.[CH3:1][N:2]1[CH2:3][CH2:4][O:5][CH2:6][CH2:7]1.[Cl:8][C:9](=[O:10])[O:11][CH2:12][CH:13]([CH3:14])[CH3:15].[Na+:51].[O:52]1[CH2:53][CH2:54][CH2:55][CH2:56]1>>[C:9](=[O:10])([O:11][CH2:12][CH:13]([CH3:14])[CH3:15])[N:17]([CH3:16])[CH2:18][CH2:19][CH2:20][CH2:21][CH2:22][CH2:23][CH2:24][CH2:25][CH2:26][CH:27]1[CH:28]2[CH:29]3[CH2:30][CH2:31][CH:32]([OH:46])[C:33]3([CH3:34])[CH2:35][CH2:36][CH:37]2[c:38]2[cH:39][cH:40][c:41]([OH:45])[cH:42][c:43]2[CH2:44]1. Reactants: CCOC(=O)c1nc(Br)c2nc(-c3ccccc3)sc2c1O, CCCC[Sn](CCCC)(CCCC)c1nccs1, CN(C)C=O, Cl[Pd]Cl, c1ccc(P(c2ccccc2)c2ccccc2)cc1, c1ccc(P(c2ccccc2)c2ccccc2)cc1. Product: CCOC(=O)c1nc(-c2nccs2)c2nc(-c3ccccc3)sc2c1O. Reaction SMILES: [CH2:1]([CH3:2])[O:3][C:4](=[O:5])[c:6]1[c:7]([OH:22])[c:8]2[c:9]([c:10]([Br:12])[n:11]1)[n:13][c:14](-[c:16]1[cH:17][cH:18][cH:19][cH:20][cH:21]1)[s:15]2.[CH2:23]([Sn:24]([CH2:25][CH2:26][CH2:27][CH3:33])([c:28]1[s:29][cH:30][cH:31][n:32]1)[CH2:34][CH2:35][CH2:36][CH3:37])[CH2:38][CH2:39][CH3:40].[CH3:41][N:42]([CH3:43])[CH:44]=[O:45].[Pd:46]([Cl:47])[Cl:48].[c:49]1([P:50]([c:51]2[cH:52][cH:53][cH:54][cH:55][cH:56]2)[c:57]2[cH:58][cH:59][cH:60][cH:61][cH:62]2)[cH:63][cH:64][cH:65][cH:66][cH:67]1.[c:68]1([P:69]([c:70]2[cH:71][cH:72][cH:73][cH:74][cH:75]2)[c:76]2[cH:77][cH:78][cH:79][cH:80][cH:81]2)[cH:82][cH:83][cH:84][cH:85][cH:86]1>>[CH2:1]([CH3:2])[O:3][C:4](=[O:5])[c:6]1[c:7]([OH:22])[c:8]2[c:9]([c:10](-[c:28]3[s:29][cH:30][cH:31][n:32]3)[n:11]1)[n:13][c:14](-[c:16]1[cH:17][cH:18][cH:19][cH:20][cH:21]1)[s:15]2. Reactants: N1C=NC=C1.C(CCC)[Sn](CCCC)CCCC (tri-n-butyltin imidazole), ClC(C=O)(C)C1=C(C=C(C=C1)Cl)Cl (2-chloro-2-(2,4-dichlorophenyl)propionaldehyde). Run in C1(=CC=CC=C1)C (toluene). Product: O1C(C1(C)C1=C(C=C(C=C1)Cl)Cl)N1C=NC=C1 (1-[1,2-epoxy-2-(2,4-dichlorophenyl)propyl]imidazole). Yield: 43.7%. As a reaction SMILES: [NH:1]1[CH:5]=[CH:4][N:3]=[CH:2]1.C([Sn](CCCC)CCCC)CCC.Cl[C:20]([C:24]1[CH:29]=[CH:28][C:27]([Cl:30])=[CH:26][C:25]=1[Cl:31])([CH3:23])[CH:21]=[O:22]>C1(C)C=CC=CC=1>[O:22]1[C:20]([C:24]2[CH:29]=[CH:28][C:27]([Cl:30])=[CH:26][C:25]=2[Cl:31])([CH3:23])[CH:21]1[N:1]1[CH:5]=[CH:4][N:3]=[CH:2]1 |f:0.1,^1:6|. Reported procedure: A mixture of tri-n-butyltin imidazole (9.28 g), 2-chloro-2-(2,4-dichlorophenyl)propionaldehyde (4.75 g) and toluene (100 ml) was heated under reflux for 5 hours. After cooling, the reaction mixture was washed with water, dried over anhydrous magnesium sulfate and evaporated to remove the solvent. The oily residue was purified by chromatography over silica gel to give 1-[1,2-epoxy-2-(2,4-dichlorophenyl)propyl]imidazole (2.35 g, yield 43.7%) as an oil. The product was dissolved in ether, and the e... Starting materials: C=CCOC(=O)N1C=C(CC(=O)OC)CC1C(O[SiH](C)C)C(C)(C)C, CCCC[SnH](CCCC)CCCC, ClCCl, O, Cl[Pd]Cl, c1ccc(P(c2ccccc2)c2ccccc2)cc1, c1ccc(P(c2ccccc2)c2ccccc2)cc1. Yields the product COC(=O)CC1=CNC(C(O[SiH](C)C)C(C)(C)C)C1. RXN SMILES: [CH2:1]([O:2][C:3](=[O:4])[N:7]1[CH:8]([CH:17]([O:18][SiH:19]([CH3:20])[CH3:21])[C:22]([CH3:23])([CH3:24])[CH3:25])[CH2:9][C:10]([CH2:12][C:13](=[O:14])[O:15][CH3:16])=[CH:11]1)[CH:5]=[CH2:6].[CH3:27][CH2:28][CH2:29][CH2:30][SnH:31]([CH2:32][CH2:33][CH2:34][CH3:35])[CH2:36][CH2:37][CH2:38][CH3:39].[Cl:40][CH2:41][Cl:42].[OH2:26].[Pd:43]([Cl:44])[Cl:45].[c:46]1([P:47]([c:48]2[cH:49][cH:50][cH:51][cH:52][cH:53]2)[c:54]2[cH:55][cH:56][cH:57][cH:58][cH:59]2)[cH:60][cH:61][cH:62][cH:63][cH:64]1.[c:65]1([P:66]([c:67]2[cH:68][cH:69][cH:70][cH:71][cH:72]2)[c:73]2[cH:74][cH:75][cH:76][cH:77][cH:78]2)[cH:79][cH:80][cH:81][cH:82][cH:83]1>>[NH:7]1[CH:8]([CH:17]([O:18][SiH:19]([CH3:20])[CH3:21])[C:22]([CH3:23])([CH3:24])[CH3:25])[CH2:9][C:10]([CH2:12][C:13](=[O:14])[O:15][CH3:16])=[CH:11]1. Reaction SMILES: [CH3:27][CH2:28][OH:29].[H:25][H:26].[OH:1][CH2:2][c:3]1[c:4]([NH:12][c:13]2[n:14][cH:15][cH:16][c:17](-[c:19]3[cH:20][n:21][cH:22][cH:23][cH:24]3)[n:18]2)[cH:5][c:6]([N+:9]([O-:10])=[O:11])[cH:7][cH:8]1>>[OH:1][CH2:2][c:3]1[c:4]([NH:12][c:13]2[n:14][cH:15][cH:16][c:17](-[c:19]3[cH:20][n:21][cH:22][cH:23][cH:24]3)[n:18]2)[cH:5][c:6]([NH2:9])[cH:7][cH:8]1. Reactants: CCO, [H][H], O=[N+]([O-])c1ccc(CO)c(Nc2nccc(-c3cccnc3)n2)c1. The product is Nc1ccc(CO)c(Nc2nccc(-c3cccnc3)n2)c1. Starting materials: COC1=C(C2=C(C(CO2)=O)C=C1)C=CCCC1CCN(CC1)C(=O)OC(C)(C)C (tert-butyl 4-[4-(6-methoxy-3-oxo-2,3-dihydrobenzofuran-7-yl)but-3-enyl]piperidine-1-carboxylate), N1N=C(C2=CC=CC=C12)C=O (1H-indazole-3-carboxaldehyde), N1CCCCC1 (piperidine). The solvent is CO (methanol). Reaction conditions: temperature 60 celsius, time 2 hour. Product: N1N=C(C2=CC=CC=C12)\C=C\1/OC2=C(C1=O)C=CC(=C2\C=C/CCC2CCN(CC2)C(=O)OC(C)(C)C)OC (tert-butyl 4-((Z)-4-{(Z)-2-[(1H-indazol-3-yl)methylene]-6-methoxy-3-oxo-2,3-dihydrobenzofuran-7-yl}but-3-enyl)piperidine-1-carboxylate). Yield: 83.8%. Reaction SMILES: [CH3:1][O:2][C:3]1[CH:12]=[CH:11][C:6]2[C:7](=[O:10])[CH2:8][O:9][C:5]=2[C:4]=1[CH:13]=[CH:14][CH2:15][CH2:16][CH:17]1[CH2:22][CH2:21][N:20]([C:23]([O:25][C:26]([CH3:29])([CH3:28])[CH3:27])=[O:24])[CH2:19][CH2:18]1.[NH:30]1[C:38]2[C:33](=[CH:34][CH:35]=[CH:36][CH:37]=2)[C:32]([CH:39]=O)=[N:31]1.N1CCCCC1>CO>[NH:30]1[C:38]2[C:33](=[CH:34][CH:35]=[CH:36][CH:37]=2)[C:32](/[CH:39]=[C:8]2\[O:9][C:5]3[C:4](/[CH:13]=[CH:14]\[CH2:15][CH2:16][CH:17]4[CH2:18][CH2:19][N:20]([C:23]([O:25][C:26]([CH3:29])([CH3:28])[CH3:27])=[O:24])[CH2:21][CH2:22]4)=[C:3]([O:2][CH3:1])[CH:12]=[CH:11][C:6]=3[C:7]\2=[O:10])=[N:31]1. Procedure details: A solution of tert-butyl 4-[4-(6-methoxy-3-oxo-2,3-dihydrobenzofuran-7-yl)but-3-enyl]piperidine-1-carboxylate (0.0265 g, 0.0660 mmol) in methanol (3 mL) was added with 1H-indazole-3-carboxaldehyde (0.00964 g, 0.0660 mmol) and piperidine (0.0800 mL, 0.810 mmol), and the mixture was stirred at 60° C. for 2 hours. The reaction mixture was concentrated, and the resulting residue was purified by silica gel column chromatography (chloroform/methanol) to obtain tert-butyl 4-((Z)-4-{(Z)-2-[(1H-indazol-3... The reactants are Cc1c(Cl)c(-c2ncccn2)nn1CC(=O)O, COc1cc(N2CCNCC2)c(F)cc1Cl. The product is COc1cc(N2CCN(C(=O)Cn3nc(-c4ncccn4)c(Cl)c3C)CC2)c(F)cc1Cl. As a reaction SMILES: [Cl:17][c:18]1[c:19](-[c:28]2[n:29][cH:30][cH:31][cH:32][n:33]2)[n:20][n:21]([CH2:24][C:25](=[O:26])[OH:27])[c:22]1[CH3:23].[Cl:1][c:2]1[cH:3][c:4]([F:16])[c:5]([N:10]2[CH2:11][CH2:12][NH:13][CH2:14][CH2:15]2)[cH:6][c:7]1[O:8][CH3:9]>>[Cl:1][c:2]1[cH:3][c:4]([F:16])[c:5]([N:10]2[CH2:11][CH2:12][N:13]([C:25]([CH2:24][n:21]3[n:20][c:19](-[c:28]4[n:29][cH:30][cH:31][cH:32][n:33]4)[c:18]([Cl:17])[c:22]3[CH3:23])=[O:26])[CH2:14][CH2:15]2)[cH:6][c:7]1[O:8][CH3:9].